From a dataset of the Open Reaction Database (ORD), a public repository of structured organic reaction records. describe an organic reaction: reactants, conditions, products, and yield Starting materials: C([O-])([O-])=O.[K+].[K+] (potassium carbonate), COCCCCN1C(=NC2=C1C(=CC=C2)C(=O)OC)C(Cl)(Cl)Cl (Methyl 1-(4-methoxybutyl)-2-(trichloromethyl)-1H-benzimidazole-7-carboxylate), CC(CN[C@@H]1CN(C[C@@H](C1)C(=O)N1CCOCC1)C(=O)OC(C)(C)C)C (tert-butyl (3S,5R)-3-[(2-methylpropyl)amino]-5-(morpholin-4-ylcarbonyl)piperidine-1-carboxylate). Solvent: O (water), C(C)#N (acetonitrile). Conditions: temperature 60 celsius, time 8 hour. Yields the product Cl.Cl.CC(CN(C(=O)C1NC2=C(N1CCCCOC)C(=CC=C2)C(=O)OC)[C@@H]2CNC[C@@H](C2)C(=O)N2CCOCC2)C (methyl 2-{(2-methylpropyl)[(3S,5R)-5-(morpholin-4-ylcarbonyl)piperidin-3-yl]carbamoyl}-1-(4-methoxybutyl)-3H-benzimidazole-7-carboxylate dihydrochloride). Yield: 2.5%. RXN SMILES: [CH3:1][O:2][CH2:3][CH2:4][CH2:5][CH2:6][N:7]1[C:11]2[C:12]([C:16]([O:18][CH3:19])=[O:17])=[CH:13][CH:14]=[CH:15][C:10]=2[N:9]=[C:8]1[C:20](Cl)(Cl)[Cl:21].[CH3:24][CH:25]([CH3:49])[CH2:26][NH:27][C@H:28]1[CH2:33][C@@H:32]([C:34]([N:36]2[CH2:41][CH2:40][O:39][CH2:38][CH2:37]2)=[O:35])[CH2:31][N:30](C(OC(C)(C)C)=O)[CH2:29]1.C(=O)([O-])[O-:51].[K+].[K+]>C(#N)C.O>[ClH:21].[ClH:21].[CH3:24][CH:25]([CH3:49])[CH2:26][N:27]([C@H:28]1[CH2:33][C@@H:32]([C:34]([N:36]2[CH2:41][CH2:40][O:39][CH2:38][CH2:37]2)=[O:35])[CH2:31][NH:30][CH2:29]1)[C:20]([CH:8]1[N:7]([CH2:6][CH2:5][CH2:4][CH2:3][O:2][CH3:1])[C:11]2[C:12]([C:16]([O:18][CH3:19])=[O:17])=[CH:13][CH:14]=[CH:15][C:10]=2[NH:9]1)=[O:51] |f:2.3.4,7.8.9|. Procedure: Methyl 1-(4-methoxybutyl)-2-(trichloromethyl)-1H-benzimidazole-7-carboxylate (0.44 g) and tert-butyl (3S,5R)-3-[(2-methylpropyl)amino]-5-(morpholin-4-ylcarbonyl)piperidine-1-carboxylate (0.3 g) were dissolved in acetonitrile (5.0 ml) and water (5.0 ml), potassium carbonate (2.4 g) was added, and the mixture was stirred at 60° C. overnight. The reaction mixture was cooled to room temperature, and the mixture was extracted with ethyl acetate. The extract was washed successively with 10% aqueous ci...